Dataset: the Open Reaction Database (ORD), a public repository of structured organic reaction records. Task: describe an organic reaction: reactants, conditions, products, and yield Starting materials: FC(OC1=CC=C(C=C1)C1=CC=C(C=C1)O)(F)F (4-trifluoromethoxy-4'-hydroxybiphenyl), BrCCCO (3-bromo-1-propanol), C([O-])([O-])=O.[K+].[K+] (potassium carbonate). Solvent: C(C)#N (acetonitrile). The product is FC(OC1=CC=C(C=C1)C1=CC=C(C=C1)OCCCO)(F)F (4-trifluoromethoxy-4'-(3-hydroxypropoxy)biphenyl). Isolated yield 81.7%. RXN SMILES: [F:1][C:2]([F:18])([F:17])[O:3][C:4]1[CH:9]=[CH:8][C:7]([C:10]2[CH:15]=[CH:14][C:13]([OH:16])=[CH:12][CH:11]=2)=[CH:6][CH:5]=1.Br[CH2:20][CH2:21][CH2:22][OH:23].C(=O)([O-])[O-].[K+].[K+]>C(#N)C>[F:1][C:2]([F:17])([F:18])[O:3][C:4]1[CH:5]=[CH:6][C:7]([C:10]2[CH:15]=[CH:14][C:13]([O:16][CH2:20][CH2:21][CH2:22][OH:23])=[CH:12][CH:11]=2)=[CH:8][CH:9]=1 |f:2.3.4|. Procedure: Using 3.5 g (13.8 mmol) of 4-trifluoromethoxy-4'-hydroxybiphenyl, 45 ml of acetonitrile, 2.01 g (14.5 mmol) of 3-bromo-1-propanol and 3.81 g (27.5 mmol) of anhydrous potassium carbonate, synthetic treatment was carried out in the same manner as in Example 2. The obtained gray powder was recrystallized from benzene/n-hexane to obtain 3.52 g (yield: 82%) of 4-trifluoromethoxy-4'-(3-hydroxypropoxy)biphenyl (21) as a colorless powder. Reactants: ClC1=C(C(=O)NCCCN2CCOCC2)C=C(C=C1[N+](=O)[O-])[N+](=O)[O-] (2-Chloro-N-[3-(4-morpholinyl)propyl]-3,5-dinitrobenzamide), N(CCO)CCO (diethanolamine). As a reaction SMILES: Cl[C:2]1[C:19]([N+:20]([O-:22])=[O:21])=[CH:18][C:17]([N+:23]([O-:25])=[O:24])=[CH:16][C:3]=1[C:4]([NH:6][CH2:7][CH2:8][CH2:9][N:10]1[CH2:15][CH2:14][O:13][CH2:12][CH2:11]1)=[O:5].[NH:26]([CH2:30][CH2:31][OH:32])[CH2:27][CH2:28][OH:29]>O1CCOCC1.[Cl-].[Na+].O>[OH:29][CH2:28][CH2:27][N:26]([CH2:30][CH2:31][OH:32])[C:2]1[C:19]([N+:20]([O-:22])=[O:21])=[CH:18][C:17]([N+:23]([O-:25])=[O:24])=[CH:16][C:3]=1[C:4]([NH:6][CH2:7][CH2:8][CH2:9][N:10]1[CH2:15][CH2:14][O:13][CH2:12][CH2:11]1)=[O:5] |f:3.4.5|. Procedure: 2-Chloro-N-[3-(4-morpholinyl)propyl]-3,5-dinitrobenzamide (12h) (0.5 g, 1.34 mmol) was reacted with diethanolamine (0.5 g) in p-dioxane (10 mL) at room temperature for 3 h. The reaction mixture was poured into brine, extracted with EtOAc (3×70 mL), and the combined organic phases were dried and concentrated under reduced pressure to give crude 2-[bis(2-hydroxyethyl)amino]-N-[3-(4-morpholinyl)propyl]-3,5-dinitrobenzamide. This was dissolved in CH2Cl2 (100 mL), cooled in an ice-bath, and treated w... Yields the product OCCN(C1=C(C(=O)NCCCN2CCOCC2)C=C(C=C1[N+](=O)[O-])[N+](=O)[O-])CCO (2-[bis(2-hydroxyethyl)amino]-N-[3-(4-morpholinyl)propyl]-3,5-dinitrobenzamide). The solvent is O1CCOCC1 (p-dioxane), [Cl-].[Na+].O (brine). Reactants: C(C1=CC=CC=C1)C(=O)CC (ethyl benzyl ketone), CC(=C)CCl (β-methallyl chloride). The product is CC(=C)CC(C(CC)=O)C1=CC=CC=C1 (2-methyl-4-phenyl-hept-1-en-5-one). RXN SMILES: [CH2:1]([C:8]([CH2:10][CH3:11])=[O:9])[C:2]1[CH:7]=[CH:6][CH:5]=[CH:4][CH:3]=1.[CH3:12][C:13]([CH2:15]Cl)=[CH2:14]>>[CH3:14][C:13]([CH2:15][CH:1]([C:2]1[CH:7]=[CH:6][CH:5]=[CH:4][CH:3]=1)[C:8](=[O:9])[CH2:10][CH3:11])=[CH2:12]. Procedure details: If ethyl benzyl ketone is reacted with β-methallyl chloride according to the foregoing details, then there is obtained 2-methyl-4-phenyl-hept-1-en-5-one of boiling point 93° C./3 mmHg; nD20 =1.5094. Reactants: C1(=CC=CC=C1)CC(N)=N (2-phenylethanimidamide), C(C1=CC=CC=C1)N1CCC(C(CC1)=O)C(=O)OCC (ethyl 1-benzyl-5-oxoazepane-4-carboxylate), C(C)O (Ethanol), [Na] (sodium), [Na] (sodium). Run in O (Water). The product is C(C1=CC=CC=C1)C=1NC(C2=C(CCN(CC2)CC2=CC=CC=C2)N1)=O (2,7-Dibenzyl-6,7,8,9-tetrahydro-5H-pyrimido[4,5-d]azepin-4-one). Reaction SMILES: C(O)C.[Na].[C:5]1([CH2:11][C:12](=[NH:14])[NH2:13])[CH:10]=[CH:9][CH:8]=[CH:7][CH:6]=1.[CH2:15]([N:22]1[CH2:28][CH2:27][C:26](=O)[CH:25]([C:30](OCC)=[O:31])[CH2:24][CH2:23]1)[C:16]1[CH:21]=[CH:20][CH:19]=[CH:18][CH:17]=1>O>[CH2:11]([C:12]1[NH:14][C:30](=[O:31])[C:25]2[CH2:24][CH2:23][N:22]([CH2:15][C:16]3[CH:17]=[CH:18][CH:19]=[CH:20][CH:21]=3)[CH2:28][CH2:27][C:26]=2[N:13]=1)[C:5]1[CH:10]=[CH:9][CH:8]=[CH:7][CH:6]=1 |^1:3|. Reported procedure: Ethanol (50 ml) was cooled in an ice bath then sodium (442 mg, 19.2 mmol) added, with vigorous stirring. Once the sodium was dissolved, 2-phenylethanimidamide (1.29 g, 9.6 mmol) and ethyl 1-benzyl-5-oxoazepane-4-carboxylate (2.5 g, 8 mmol) was added. The reaction mixture was refluxed, under nitrogen, for 17 h. Water (10 ml) was added to quench the reaction then the reaction mixture concentrated in vacuo. The residue was partitioned between ethyl acetate (200 ml) and water (200 ml). The organic p... Procedure details: 3 was prepared as white platelets, mp: 114°-114.5° C., by treating 3A with 2-propenamine by the procedure of Example 1. As a reaction SMILES: [Cl:1][C:2]1[CH:3]=[CH:4][C:5]2[O:10][CH:9]([C:11]([O:13]CC)=O)[CH2:8][NH:7][C:6]=2[CH:16]=1.[CH2:17]([NH2:20])[CH:18]=[CH2:19]>>[Cl:1][C:2]1[CH:3]=[CH:4][C:5]2[O:10][CH:9]([C:11]([NH:20][CH2:17][CH:18]=[CH2:19])=[O:13])[CH2:8][NH:7][C:6]=2[CH:16]=1. Starting materials: ClC=1C=CC2=C(NCC(O2)C(=O)OCC)C1 (ethyl 6-chloro-3,4-dihydro-2H-1,4-benzoxazine-2-carboxylate), C(C=C)N (2-propenamine). Yields the product ClC=1C=CC2=C(NCC(O2)C(=O)NCC=C)C1 (6-chloro-3,4-dihydro-N-(2-propenyl)-2H-1,4-benzoxazine-2-carboxamide). Starting materials: Nc1ccc2nc(NC3CCc4ccccc43)ccc2c1, O=C=Nc1ccc(F)cc1. The product is O=C(Nc1ccc(F)cc1)Nc1ccc2nc(NC3CCc4ccccc43)ccc2c1. As a reaction SMILES: [CH:1]1([NH:10][c:11]2[n:12][c:13]3[cH:14][cH:15][c:16]([NH2:21])[cH:17][c:18]3[cH:19][cH:20]2)[CH2:2][CH2:3][c:4]2[cH:5][cH:6][cH:7][cH:8][c:9]21.[F:22][c:23]1[cH:24][cH:25][c:26]([N:29]=[C:30]=[O:31])[cH:27][cH:28]1>>[CH:1]1([NH:10][c:11]2[n:12][c:13]3[cH:14][cH:15][c:16]([NH:21][C:30]([NH:29][c:26]4[cH:25][cH:24][c:23]([F:22])[cH:28][cH:27]4)=[O:31])[cH:17][c:18]3[cH:19][cH:20]2)[CH2:2][CH2:3][c:4]2[cH:5][cH:6][cH:7][cH:8][c:9]21. The reactants are C1CCC2=NCCCN2CC1, CCOC(=O)CP(=O)(OCC)OCC, CC#N, [Cl-], CCC(=C(c1ccc(C=O)cc1)c1ccc2c(cnn2C2CCCCO2)c1)c1ccc(Cl)cc1Cl, [Li+]. Yields the product CCOC(=O)C=Cc1ccc(C(=C(CC)c2ccc(Cl)cc2Cl)c2ccc3c(cnn3C3CCCCO3)c2)cc1. RXN SMILES: [CH2:52]1[CH2:53][CH2:54][C:55]2=[N:60][CH2:59][CH2:58][CH2:57][N:56]2[CH2:61][CH2:62]1.[CH3:36][CH2:37][O:38][C:39](=[O:40])[CH2:41][P:42]([O:43][CH2:44][CH3:45])([O:46][CH2:47][CH3:48])=[O:49].[CH3:63][C:64]#[N:65].[Cl-:51].[Cl:1][c:2]1[c:3]([C:9](=[C:10]([c:11]2[cH:12][c:13]3[cH:14][n:15][n:16]([CH:20]4[O:21][CH2:22][CH2:23][CH2:24][CH2:25]4)[c:17]3[cH:18][cH:19]2)[c:26]2[cH:27][cH:28][c:29]([CH:30]=[O:31])[cH:32][cH:33]2)[CH2:34][CH3:35])[cH:4][cH:5][c:6]([Cl:8])[cH:7]1.[Li+:50]>>[Cl:1][c:2]1[c:3]([C:9](=[C:10]([c:11]2[cH:12][c:13]3[cH:14][n:15][n:16]([CH:20]4[O:21][CH2:22][CH2:23][CH2:24][CH2:25]4)[c:17]3[cH:18][cH:19]2)[c:26]2[cH:27][cH:28][c:29]([CH:30]=[CH:41][C:39]([O:38][CH2:37][CH3:36])=[O:40])[cH:32][cH:33]2)[CH2:34][CH3:35])[cH:4][cH:5][c:6]([Cl:8])[cH:7]1.